From a dataset of the Open Reaction Database (ORD), a public repository of structured organic reaction records. describe an organic reaction: reactants, conditions, products, and yield The reactants are CS(C)=O, O=C1Nc2ccc3ccccc3c2CCC1Cl, [N-]=[N+]=[N-], [Na+]. The product is [N-]=[N+]=NC1CCc2c(ccc3ccccc23)NC1=O. Reaction SMILES: [CH3:22][S:23]([CH3:24])=[O:25].[Cl:5][CH:6]1[CH2:7][CH2:8][c:9]2[c:10]([cH:14][cH:15][c:16]3[cH:17][cH:18][cH:19][cH:20][c:21]23)[NH:11][C:12]1=[O:13].[N-:2]=[N+:3]=[N-:4].[Na+:1]>>[N:2](=[N+:3]=[N-:4])[CH:6]1[CH2:7][CH2:8][c:9]2[c:10]([cH:14][cH:15][c:16]3[cH:17][cH:18][cH:19][cH:20][c:21]23)[NH:11][C:12]1=[O:13]. Starting materials: C(C)OC1=CC(=CC2=C1OC(C(N2)=O)C)C=O (8-Ethoxy-2-methyl-3-oxo-3,4-dihydro-2H-benzo[b][1,4]oxazine-6-carbaldehyde), Cl.Cl.CNC(C1=CC(=C(C=C1)N1CCNCC1)C)=O (N,3-dimethyl-4-(piperazin-1-yl)benzamide-2HCl). The product is C(C)OC1=CC(=CC2=C1OC(C(N2)=O)C)CN2CCN(CC2)C2=C(C=C(C(=O)NC)C=C2)C (4-(4-((8-Ethoxy-2-methyl-3-oxo-3,4-dihydro-2H-benzo[b][1,4]oxazin-6-yl)methyl)piperazin-1-yl)-N,3-dimethylbenzamide). Reaction SMILES: [CH2:1]([O:3][C:4]1[C:9]2[O:10][CH:11]([CH3:15])[C:12](=[O:14])[NH:13][C:8]=2[CH:7]=[C:6]([CH:16]=O)[CH:5]=1)[CH3:2].Cl.Cl.[CH3:20][NH:21][C:22](=[O:36])[C:23]1[CH:28]=[CH:27][C:26]([N:29]2[CH2:34][CH2:33][NH:32][CH2:31][CH2:30]2)=[C:25]([CH3:35])[CH:24]=1>>[CH2:1]([O:3][C:4]1[C:9]2[O:10][CH:11]([CH3:15])[C:12](=[O:14])[NH:13][C:8]=2[CH:7]=[C:6]([CH2:16][N:32]2[CH2:31][CH2:30][N:29]([C:26]3[CH:27]=[CH:28][C:23]([C:22]([NH:21][CH3:20])=[O:36])=[CH:24][C:25]=3[CH3:35])[CH2:34][CH2:33]2)[CH:5]=1)[CH3:2] |f:1.2.3|. Procedure details: Using 398B and N,3-dimethyl-4-(piperazin-1-yl)benzamide-2HCl in the general procedure for reductive aminations, the title compound was obtained as a white solid: 1H NMR (400 MHz, DMSO-d6) δ ppm 1.33 (t, J=6.95 Hz, 3H) 1.41 (d, J=6.82 Hz, 3H) 2.26 (s, 3H) 2.52-2.57 (m, 4H) 2.75 (d, J=4.29 Hz, 3H) 2.89 (br. s., 4H) 3.42 (s, 2H) 4.04 (d, J=7.07 Hz, 2H) 4.55-4.65 (m, 1H) 6.52 (s, 1H) 6.63 (s, 1H) 7.03 (d, J=8.34 Hz, 1H) 7.58-7.67 (m, 2H) 8.24 (d, J=4.04 Hz, 1H) 10.57 (s, 1 H). ESI-MS: m/z 453.4 (M+H... Starting materials: C1CCOC1, Cn1nccc1-c1cc([N+](=O)[O-])ccc1OCc1ccccn1, [Cl-], [NH4+], [Zn]. Product: Cn1nccc1-c1cc(N)ccc1OCc1ccccn1. RXN SMILES: [CH2:24]1[O:25][CH2:26][CH2:27][CH2:28]1.[CH3:1][n:2]1[n:3][cH:4][cH:5][c:6]1-[c:7]1[c:8]([O:9][CH2:10][c:11]2[n:12][cH:13][cH:14][cH:15][cH:16]2)[cH:17][cH:18][c:19]([N+:21]([O-:22])=[O:23])[cH:20]1.[Cl-:29].[NH4+:30].[Zn:31]>>[CH3:1][n:2]1[n:3][cH:4][cH:5][c:6]1-[c:7]1[c:8]([O:9][CH2:10][c:11]2[n:12][cH:13][cH:14][cH:15][cH:16]2)[cH:17][cH:18][c:19]([NH2:21])[cH:20]1. Reactants: 3-l, [O-]CC.[Mg+2].[O-]CC (magnesium ethoxide), [N+](=O)([O-])C1=CC=C(CC(C(=O)[O-])C(=O)[O-])C=C1 (mono-p-nitrobenzylmalonate), O1CCCC1 (tetrahydrofuran). Reported procedure: A dry 3-l flask equipped with a mechanical stirrer is charged with 145.85 g of mono-p-nitrobenzylmalonate (0.61 moles) and 1365 ml of anhydrous tetrahydrofuran. After 15 minutes 35.4 g of magnesium ethoxide (0.31 moles) are added and the reaction mixture is stirred for two hours. The resulting clear solution is then added over a period of one hour to 2 liters of ethyl ether kept at 0° C. by an ice bath. After a further hour at 0° C. the resulting solid is filtered under vacuum and dried in vacuo... The solvent is C(C)OCC (ethyl ether). Run at time 2 hour. Yields the product [N+](=O)([O-])C1=CC=C(CC(C(=O)[O-])C(=O)[O-])C=C1.[Mg+2] (magnesium mono-p-nitrobenzylmalonate). Isolated yield 177.7%. Reaction SMILES: [N+:1]([C:4]1[CH:17]=[CH:16][C:7]([CH2:8][CH:9]([C:13]([O-:15])=[O:14])[C:10]([O-:12])=[O:11])=[CH:6][CH:5]=1)([O-:3])=[O:2].O1CCCC1.[O-]CC.[Mg+2:26].[O-]CC>C(OCC)C>[N+:1]([C:4]1[CH:5]=[CH:6][C:7]([CH2:8][CH:9]([C:10]([O-:12])=[O:11])[C:13]([O-:15])=[O:14])=[CH:16][CH:17]=1)([O-:3])=[O:2].[Mg+2:26] |f:2.3.4,6.7|.